Dataset: the Open Reaction Database (ORD), a public repository of structured organic reaction records. Task: describe an organic reaction: reactants, conditions, products, and yield Starting materials: FC(C(=O)O)(F)F (trifluoroacetic acid), C(C)(C)(C)OC(NC1CCNCC1)=O (piperidin-4-ylcarbamic acid tert-butyl ester), FC=1C=C(CBr)C=C(C1)F (3,5-difluorobenzyl bromide), C(C)(C)N(CC)C(C)C (diisoproylethylamine). Run in ClCCl (dichloromethane). Conditions: time 2 hour. Yields the product FC=1C=C(CN2CCC(CC2)N)C=C(C1)F (1-(3,5-Difluoro-benzyl)-piperidin-4-ylamine). Yield: 87.6%. Reaction SMILES: C(OC(=O)[NH:7][CH:8]1[CH2:13][CH2:12][NH:11][CH2:10][CH2:9]1)(C)(C)C.[F:15][C:16]1[CH:17]=[C:18]([CH:21]=[C:22]([F:24])[CH:23]=1)[CH2:19]Br.C(N(C(C)C)CC)(C)C.FC(F)(F)C(O)=O>ClCCl>[F:15][C:16]1[CH:17]=[C:18]([CH:21]=[C:22]([F:24])[CH:23]=1)[CH2:19][N:11]1[CH2:10][CH2:9][CH:8]([NH2:7])[CH2:13][CH2:12]1. Procedure details: A mixture of piperidin-4-ylcarbamic acid tert-butyl ester (5 g, 24.9 mmol), 3,5-difluorobenzyl bromide (2.9 ml, 22.7 mmol) and diisoproylethylamine (5.9 ml, 34.03 mmol) in dichloromethane (50 ml) was stirred at room temperature for 2 h. After this period, trifluoroacetic acid (32 ml) was added and the reaction mixture was stirred for a further 2 h. The solvent was evaporated in vacuo and a saturated solution of sodium carbonate was added. The mixture was extracted with dichloromethane, and the s... The solvent is CO (methanol). RXN SMILES: [Cl:1][C:2]1[CH:3]=[CH:4][C:5]([C:8](OC)=[O:9])=[N:6][CH:7]=1.[BH4-].[Na+].O.CCOC(C)=O>CO>[Cl:1][C:2]1[CH:3]=[CH:4][C:5]([CH2:8][OH:9])=[N:6][CH:7]=1 |f:1.2|. The yield is 100.9%. Yields the product ClC=1C=CC(=NC1)CO ((5-chloropyridin-2-yl)methanol). Reported procedure: To a stirring solution of methyl 5-chloropicolinate (1 g, 5.8 mmol) in methanol at room temperature under argon was added sodium borohydride (440 mg, 11.57 mmol). The reaction mixture was allowed to stir at room temperature for 1 h. The reaction mixture was concentrated under vacuum to obtain a gum. Water (15 mL) and EtOAc (30 mL) were added and the layers were separated. The organic layer was washed with saturated aqueous NaCl, dried (MgSO4), filtered, and concentrated under reduced pressure to... Conditions: time 1 hour. Reactants: ClC=1C=CC(=NC1)C(=O)OC (methyl 5-chloropicolinate), [BH4-].[Na+] (sodium borohydride), O (Water), CCOC(=O)C (EtOAc).